From a dataset of the Open Reaction Database (ORD), a public repository of structured organic reaction records. describe an organic reaction: reactants, conditions, products, and yield Starting materials: C1CCOC1, COc1ccc2c(c1OC)CC(c1ccccc1)C1=C2CNCC1, CCOC=O. The product is COc1ccc2c(c1OC)CC(c1ccccc1)C1=C2CN(C=O)CC1. Reaction SMILES: [CH2:30]1[O:31][CH2:32][CH2:33][CH2:34]1.[CH3:1][O:2][c:3]1[c:4]([O:23][CH3:24])[cH:5][cH:6][c:7]2[c:8]1[CH2:9][CH:10]([c:17]1[cH:18][cH:19][cH:20][cH:21][cH:22]1)[C:11]1=[C:16]2[CH2:15][NH:14][CH2:13][CH2:12]1.[CH:25](=[O:26])[O:27][CH2:28][CH3:29]>>[CH3:1][O:2][c:3]1[c:4]([O:23][CH3:24])[cH:5][cH:6][c:7]2[c:8]1[CH2:9][CH:10]([c:17]1[cH:18][cH:19][cH:20][cH:21][cH:22]1)[C:11]1=[C:16]2[CH2:15][N:14]([CH:25]=[O:26])[CH2:13][CH2:12]1.